The task is: describe an organic reaction: reactants, conditions, products, and yield. This data is from the Open Reaction Database (ORD), a public repository of structured organic reaction records. Starting materials: O=C([O-])O, C1CCOC1, Cn1nc(C=CC2=C(Cl)CC3CCC(C2)C32OCCO2)cc1-c1ccc(F)cc1, Cl, [Na+]. Product: Cn1nc(C=CC2=C(Cl)CC3CCC(C2)C3=O)cc1-c1ccc(F)cc1. Reaction SMILES: [C:31](=[O:32])([O-:33])[OH:34].[CH2:36]1[O:37][CH2:38][CH2:39][CH2:40]1.[Cl:2][C:3]1=[C:4]([CH:16]=[CH:17][c:18]2[n:19][n:20]([CH3:30])[c:21](-[c:23]3[cH:24][cH:25][c:26]([F:29])[cH:27][cH:28]3)[cH:22]2)[CH2:5][CH:6]2[CH2:7][CH2:8][CH:9]([CH2:10]1)[C:11]21[O:12][CH2:15][CH2:14][O:13]1.[ClH:1].[Na+:35]>>[Cl:2][C:3]1=[C:4]([CH:16]=[CH:17][c:18]2[n:19][n:20]([CH3:30])[c:21](-[c:23]3[cH:24][cH:25][c:26]([F:29])[cH:27][cH:28]3)[cH:22]2)[CH2:5][CH:6]2[CH2:7][CH2:8][CH:9]([CH2:10]1)[C:11]2=[O:12]. Reactants: NC1=C(C(=O)OC(C)(C)C)C(=CC(=N1)C1=C(C=CC=C1OCC1=CC=C(C=C1)OC)OCC1CC1)C1=CC(=C(C=C1)[N+](=O)[O-])O (tert-butyl 2-amino-6-{2-(cyclopropylmethoxy)-6-[(4-methoxybenzyl)oxy]phenyl}-4-(3-hydroxy-4-nitrophenyl)nicotinate), C(C)(=O)OCC (ethyl acetate). The reagents and catalysts are [Pd] (palladium on charcoal). Solvent: C1CCOC1 (THF). The product is NC1=C(C(=O)OC(C)(C)C)C(=CC(=N1)C1=C(C=CC=C1OCC(CC)C)OCC1=CC=C(C=C1)OC)C1=CC(=C(C=C1)N)O (tert-butyl 2-amino-4-(4-amino-3-hydroxyphenyl)-6-[2-[(4-methoxybenzyl)oxy]-6-(2-methylbutoxy)phenyl]nicotinate). RXN SMILES: [NH2:1][C:2]1[N:14]=[C:13]([C:15]2[C:20]([O:21][CH2:22][C:23]3[CH:28]=[CH:27][C:26]([O:29][CH3:30])=[CH:25][CH:24]=3)=[CH:19][CH:18]=[CH:17][C:16]=2[O:31][CH2:32][CH:33]2[CH2:35][CH2:34]2)[CH:12]=[C:11]([C:36]2[CH:41]=[CH:40][C:39]([N+:42]([O-])=O)=[C:38]([OH:45])[CH:37]=2)[C:3]=1[C:4]([O:6][C:7]([CH3:10])([CH3:9])[CH3:8])=[O:5].[C:46](OCC)(=O)C>C1COCC1.[Pd]>[NH2:1][C:2]1[N:14]=[C:13]([C:15]2[C:16]([O:31][CH2:32][CH:33]([CH3:46])[CH2:35][CH3:34])=[CH:17][CH:18]=[CH:19][C:20]=2[O:21][CH2:22][C:23]2[CH:24]=[CH:25][C:26]([O:29][CH3:30])=[CH:27][CH:28]=2)[CH:12]=[C:11]([C:36]2[CH:41]=[CH:40][C:39]([NH2:42])=[C:38]([OH:45])[CH:37]=2)[C:3]=1[C:4]([O:6][C:7]([CH3:10])([CH3:9])[CH3:8])=[O:5]. Procedure details: A solution of tert-butyl 2-amino-6-{2-(cyclopropylmethoxy)-6-[(4-methoxybenzyl)oxy]phenyl}-4-(3-hydroxy-4-nitrophenyl)nicotinate (2.32 g, 3.78 mmol) in ethyl acetate (15.0 mL) and THF (15.0 mL) was hydrogenated at 1 atm in the presence of palladium on charcoal (10%, 0.10 g) overnight. The resulting mixture was filtered on Celite and washed with ethyl acetate and THF. The combined filtrate was concentrated under reduced pressure to give tert-butyl 2-amino-4-(4-amino-3-hydroxyphenyl)-6-[2-[(4-meth...